This data is from the Open Reaction Database (ORD), a public repository of structured organic reaction records. The task is: describe an organic reaction: reactants, conditions, products, and yield Starting materials: COC(=O)C1OC(Oc2ccc(CCCCNC(=O)OCc3ccccc3)cc2)C(OC(C)=O)C(OC(C)=O)C1OC(C)=O, CO. Product: COC(=O)C1OC(Oc2ccc(CCCCN)cc2)C(OC(C)=O)C(OC(C)=O)C1OC(C)=O. As a reaction SMILES: [CH3:1][O:2][C:3]([CH:4]1[CH:5]([O:40][C:41]([CH3:42])=[O:43])[CH:6]([O:36][C:37]([CH3:38])=[O:39])[CH:7]([O:32][C:33]([CH3:34])=[O:35])[CH:8]([O:9][c:10]2[cH:11][cH:12][c:13]([CH2:16][CH2:17][CH2:18][CH2:19][NH:20][C:21]([O:22][CH2:23][c:24]3[cH:25][cH:26][cH:27][cH:28][cH:29]3)=[O:30])[cH:14][cH:15]2)[O:31]1)=[O:44].[CH3:45][OH:46]>>[CH3:1][O:2][C:3]([CH:4]1[CH:5]([O:40][C:41]([CH3:42])=[O:43])[CH:6]([O:36][C:37]([CH3:38])=[O:39])[CH:7]([O:32][C:33]([CH3:34])=[O:35])[CH:8]([O:9][c:10]2[cH:11][cH:12][c:13]([CH2:16][CH2:17][CH2:18][CH2:19][NH2:20])[cH:14][cH:15]2)[O:31]1)=[O:44]. Starting materials: BrC1=NC=CC(=N1)CBr (2-bromo-4-(bromomethyl)pyrimidine), ClC1=NC(=NC=C1)C (4-chloro-2-methylpyrimidine). Yields the product BrCC1=NC=CC(=N1)Cl (2-(Bromomethyl)-4-chloropyrimidine). As a reaction SMILES: [Br:1]C1N=C(CBr)C=CN=1.[Cl:10][C:11]1[CH:16]=[CH:15][N:14]=[C:13]([CH3:17])[N:12]=1>>[Br:1][CH2:17][C:13]1[N:12]=[C:11]([Cl:10])[CH:16]=[CH:15][N:14]=1. Reported procedure: Prepared according to the same procedure as 2-bromo-4-(bromomethyl)pyrimidine, starting with 4-chloro-2-methylpyrimidine. 1H NMR (500 MHz, DMSO-d6) δ 8.83 (d, J=5.5 Hz, 1H), 7.69 (d, J=5.5 Hz, 1H), 4.68 (s, 2H), Mass spec.: 208.9 (MH)+.